From a dataset of the Open Reaction Database (ORD), a public repository of structured organic reaction records. describe an organic reaction: reactants, conditions, products, and yield Starting materials: CN1CCCC1=O, Cc1cc(Nc2nc(Nc3cc(C)c(C4CCNCC4)cc3C)ncc2Cl)n[nH]1, O=S(=O)(CCCCl)N1CCC1, [I-], [Na+]. The product is Cc1cc(Nc2nc(Nc3cc(C)c(C4CCN(CCCS(=O)(=O)N5CCC5)CC4)cc3C)ncc2Cl)n[nH]1. As a reaction SMILES: [CH3:43][N:44]1[CH2:45][CH2:46][CH2:47][C:48]1=[O:49].[Cl:1][c:2]1[c:3]([NH:23][c:24]2[n:25][nH:26][c:27]([CH3:29])[cH:28]2)[n:4][c:5]([NH:8][c:9]2[c:10]([CH3:22])[cH:11][c:12]([CH:16]3[CH2:17][CH2:18][NH:19][CH2:20][CH2:21]3)[c:13]([CH3:15])[cH:14]2)[n:6][cH:7]1.[Cl:30][CH2:31][CH2:32][CH2:33][S:34](=[O:35])(=[O:36])[N:37]1[CH2:38][CH2:39][CH2:40]1.[I-:42].[Na+:41]>>[Cl:1][c:2]1[c:3]([NH:23][c:24]2[n:25][nH:26][c:27]([CH3:29])[cH:28]2)[n:4][c:5]([NH:8][c:9]2[c:10]([CH3:22])[cH:11][c:12]([CH:16]3[CH2:17][CH2:18][N:19]([CH2:31][CH2:32][CH2:33][S:34](=[O:35])(=[O:36])[N:37]4[CH2:38][CH2:39][CH2:40]4)[CH2:20][CH2:21]3)[c:13]([CH3:15])[cH:14]2)[n:6][cH:7]1. Reactants: ClCCl, CS(=O)(=O)Cl, COc1ccc(N)c(C)c1, c1ccncc1. Yields the product COc1ccc(NS(C)(=O)=O)c(C)c1. As a reaction SMILES: [CH2:22]([Cl:23])[Cl:24].[CH3:17][S:18](=[O:19])(=[O:20])[Cl:21].[CH3:1][O:2][c:3]1[cH:4][c:5]([CH3:10])[c:6]([NH2:7])[cH:8][cH:9]1.[cH:11]1[cH:12][cH:13][n:14][cH:15][cH:16]1>>[CH3:1][O:2][c:3]1[cH:4][c:5]([CH3:10])[c:6]([NH:7][S:18]([CH3:17])(=[O:19])=[O:20])[cH:8][cH:9]1.